Dataset: the Open Reaction Database (ORD), a public repository of structured organic reaction records. Task: describe an organic reaction: reactants, conditions, products, and yield The reactants are CC1=NN(C(=C1)C)C(NS(=O)(=O)C1=CC=C(C=C1)C)=N (N-[(3,5-dimethylpyrazol-1-yl)-iminomethyl]-4-methylbenzene-sulfonamide), CS(=O)(=O)O (methanesulfonic acid), C(CCC)N (n-butylamine). Yields the product NCCCCNC=NS(=O)(=O)C1=CC=C(C=C1)C (N-(aminobutylaminomethylene)-4-methylbenzenesulfonamide). Reaction SMILES: [CH3:1][C:2]1[CH:6]=[C:5](C)[N:4]([C:8](=N)[NH:9][S:10]([C:13]2[CH:18]=[CH:17][C:16]([CH3:19])=[CH:15][CH:14]=2)(=[O:12])=[O:11])N=1.CS(O)(=O)=O.C([NH2:30])CCC>>[NH2:30][CH2:1][CH2:2][CH2:6][CH2:5][NH:4][CH:8]=[N:9][S:10]([C:13]1[CH:14]=[CH:15][C:16]([CH3:19])=[CH:17][CH:18]=1)(=[O:11])=[O:12]. Reported procedure: The compound of Example 11 was prepared according to the accompanying synthesis procedure from 0.5 ml of N-[(3,5-dimethylpyrazol-1-yl)-iminomethyl]-4-methylbenzene-sulfonamide solution (0.2 M, acetonitrile) with 19 mg of methanesulfonic acid and 0.5 ml of n-butylamine solution (1.0 M, acetonitrile) and filed in a substance databank. Calculated mol. wt. 269.36; found mol. wt. (M+H) 270.3; 539.1 (Dimer) Starting materials: c1(ccccc1)CN, [Li+].[BH3-], C1CN(C[C@@H](C1=O)O)S(=O)(=O)C. Reagents/catalysts: c1ccc(cc1)-c2c3ccccc3cc4ccccc24 (9-Phenylanthracene), CC(C)[O-].CC(C)[O-].CC(C)[O-].CC(C)[O-].[Ti+4] (Ti(OiPr)4). Run at temperature 25 celsius, time 18 hour. The product is CS(=O)(=O)N1CC[C@@H](N)[C@@H](O)C1. RXN SMILES: [CH3:1][S:2]([N:5]1[CH2:11][C@H:9]([OH:10])[C:8](=O)[CH2:7][CH2:6]1)(=[O:4])=[O:3].[NH2:12]Cc1ccccc1.[Li+].[BH4-]>>[CH3:1][S:2]([N:5]1[CH2:11][C@H:9]([OH:10])[C@H:8]([NH2:12])[CH2:7][CH2:6]1)(=[O:4])=[O:3]. Reactants: CCCC1CC(=O)C2=C(C1)NC(C)=C(C#N)C2c1cc(Br)c(OS(C)(=O)=O)c(OCC)c1, O=C([O-])[O-], CS(C)=O, ClCCl, [Cs+], [Cs+], O=[N+]([O-])c1ccc(F)cc1. Product: CCCC1CC(=O)C2=C(C1)NC(C)=C(C#N)C2c1cc(Br)c(Oc2ccc([N+](=O)[O-])cc2)c(OCC)c1. RXN SMILES: [Br:1][c:2]1[cH:3][c:4]([CH:16]2[C:17]([C:31]#[N:32])=[C:18]([CH3:30])[NH:19][C:20]3=[C:25]2[C:24](=[O:26])[CH2:23][CH:22]([CH2:27][CH2:28][CH3:29])[CH2:21]3)[cH:5][c:6]([O:13][CH2:14][CH3:15])[c:7]1[O:8][S:9]([CH3:10])(=[O:11])=[O:12].[C:43](=[O:44])([O-:45])[O-:46].[CH3:52][S:53](=[O:54])[CH3:55].[Cl:49][CH2:50][Cl:51].[Cs+:47].[Cs+:48].[F:33][c:34]1[cH:35][cH:36][c:37]([N+:40](=[O:41])[O-:42])[cH:38][cH:39]1>>[Br:1][c:2]1[cH:3][c:4]([CH:16]2[C:17]([C:31]#[N:32])=[C:18]([CH3:30])[NH:19][C:20]3=[C:25]2[C:24](=[O:26])[CH2:23][CH:22]([CH2:27][CH2:28][CH3:29])[CH2:21]3)[cH:5][c:6]([O:13][CH2:14][CH3:15])[c:7]1[O:8][c:34]1[cH:35][cH:36][c:37]([N+:40](=[O:41])[O-:42])[cH:38][cH:39]1. Run in CO (MeOH). Reactants: ClC1=NC=C(C(=N1)OC1=CC=C(C=C1)OC)[N+](=O)[O-] (2-Chloro-4-(4-methoxy-phenoxy)-5-nitro-pyrimidine), C(C)(=O)O (acetic acid). Reaction conditions: time 20 hour. Reagents/catalysts: [Zn] (zinc). Reported procedure: To a stirred solution of Compound 1b (7.72 g; 27.4 mmol) in a mixture of glacial acetic acid (60 mL) and MeOH (120 mL) was added zinc dust (5.38 g; 82.2 mol) in portions at ambient temperature. The reaction mixture was stirred at room temperature for 20 h. The resultant mixture was filtered through a microglass filter and the filtrate was neutralized to pH 7 with 2 N KOH(aq). The mixture was partitioned between CH2Cl2 and H2O. The organic phase was washed sequentially with H2O and brine, and dri... Yields the product ClC1=NC=C(C(=N1)OC1=CC=C(C=C1)OC)N (2-Chloro-4-(4-methoxy-phenoxy)-pyrimidin-5-ylamine). Yield: 80.0%. As a reaction SMILES: [Cl:1][C:2]1[N:7]=[C:6]([O:8][C:9]2[CH:14]=[CH:13][C:12]([O:15][CH3:16])=[CH:11][CH:10]=2)[C:5]([N+:17]([O-])=O)=[CH:4][N:3]=1.C(O)(=O)C>[Zn].CO>[Cl:1][C:2]1[N:7]=[C:6]([O:8][C:9]2[CH:10]=[CH:11][C:12]([O:15][CH3:16])=[CH:13][CH:14]=2)[C:5]([NH2:17])=[CH:4][N:3]=1. The reactants are O (water), S(=O)(=O)(O)C1=CC=C(C)C=C1.NC1[C@@H]2N(C(=C(CS2)COC)C(=O)OC(C)(C)C)C1=O (tert-butyl 7-amino-3-methoxymethyl -3-cephem-4-carboxylate tosylate), C([O-])(O)=O.[Na+] (sodium bicarbonate). Solvent: C(Cl)Cl (methylene chloride). Yields the product NC1[C@@H]2N(C(=C(CS2)COC)C(=O)OC(C)(C)C)C1=O (tert-butyl 7-amino-3-methoxymethyl-3-cephem-4-carboxylate). Isolated yield 68.5%. RXN SMILES: S(C1C=CC(C)=CC=1)(O)(=O)=O.[NH2:12][CH:13]1[C:30](=[O:31])[N:15]2[C:16]([C:23]([O:25][C:26]([CH3:29])([CH3:28])[CH3:27])=[O:24])=[C:17]([CH2:20][O:21][CH3:22])[CH2:18][S:19][C@H:14]12.O.C(=O)(O)[O-].[Na+]>C(Cl)Cl>[NH2:12][CH:13]1[C:30](=[O:31])[N:15]2[C:16]([C:23]([O:25][C:26]([CH3:27])([CH3:28])[CH3:29])=[O:24])=[C:17]([CH2:20][O:21][CH3:22])[CH2:18][S:19][C@H:14]12 |f:0.1,3.4|. Procedure: To a suspension of tert-butyl 7-amino-3-methoxymethyl -3-cephem-4-carboxylate tosylate (13.1 g) in methylene chloride (200 ml) was added water (100 ml), followed by adjusting to pH about 6 with an aqueous solution of sodium bicarbonate. After separating out the methylene chloride layer, the remaining aqueous solution was extracted with methylene chloride (50 ml). The combined methylene chloride solution was washed with an aqueous solution of sodium chloride, dried over anhydrous magnesium sulfat... Reactants: [Br-], [Li]C(C)(C)C, CC[Mg+], C1CCOC1, O, c1ccc2c(c1)Sc1ccccc1S2. Yields the product Oc1cccc2c1Sc1ccccc1S2. Reaction SMILES: [Br-:20].[C:15]([Li:16])([CH3:17])([CH3:18])[CH3:19].[CH2:21]([Mg+:22])[CH3:23].[CH2:25]1[CH2:28][CH2:27][CH2:26][O:29]1.[O:24].[cH:1]1[cH:2][cH:3][cH:4][c:5]2[c:14]1[S:13][c:12]1[c:7]([cH:8][cH:9][cH:10][cH:11]1)[S:6]2>>[cH:1]1[cH:2][cH:3][cH:4][c:5]2[c:14]1[S:13][c:12]1[c:7]([cH:8][cH:9][cH:10][c:11]1[OH:29])[S:6]2.